From a dataset of the Open Reaction Database (ORD), a public repository of structured organic reaction records. describe an organic reaction: reactants, conditions, products, and yield Starting materials: C(O)([O-])=O.[Na+] (sodium hydrogen carbonate), ClC1=C(C=CC=C1[N+](=O)[O-])[N+](=O)[O-] (2-chloro-1,3-dinitrobenzene), NCC(C(=O)O)(F)F (3-amino-2,2-difluoropropanoic acid), C(O)([O-])=O.[Na+] (sodium hydrogen carbonate), O (water). Solvent: CO (methanol). Reaction conditions: temperature 80 celsius, time 1 day. Yields the product [N+](=O)([O-])C1=C(C(=CC=C1)[N+](=O)[O-])NCC(C(=O)O)(F)F (3-[(2,6-Dinitrophenyl)amino]-2,2-difluoropropanoic acid). Isolated yield 83.1%. RXN SMILES: Cl[C:2]1[C:7]([N+:8]([O-:10])=[O:9])=[CH:6][CH:5]=[CH:4][C:3]=1[N+:11]([O-:13])=[O:12].[NH2:14][CH2:15][C:16]([F:21])([F:20])[C:17]([OH:19])=[O:18].C(=O)([O-])O.[Na+].O>CO>[N+:11]([C:3]1[CH:4]=[CH:5][CH:6]=[C:7]([N+:8]([O-:10])=[O:9])[C:2]=1[NH:14][CH2:15][C:16]([F:21])([F:20])[C:17]([OH:19])=[O:18])([O-:13])=[O:12] |f:2.3|. Procedure: To a solution of 2-chloro-1,3-dinitrobenzene (2.94 g, 14.54 mmol) in methanol (30.0 mL) were added 3-amino-2,2-difluoropropanoic acid (2.0 g, 15.99 mmol), sodium hydrogen carbonate (2.69 g, 31.98 mmol) and water (15 mL). The reaction mixture was stirred at 80° C. for 1 day. The starting material wasn't consumed completely. To the mixture was added sodium hydrogen carbonate (5.88 g, 63.96 mmol) and the mixture was stirred at 80° C. for 0.5 day. After cooling, the solvent was removed. The residue ... The reactants are C(C)(C)(C)OC(NC1=C(C=C(C(=C1)C)Cl)NC(CC(C1=CC(=CC=C1)C=1C=NC=NC1)=O)=O)=O ({4-chloro-5-methyl-2-[3-oxo-3-(3-pyrimidin-5-yl-phenyl)-propionylamino]-phenyl}-carbamic acid tert-butyl ester), C(=O)(C(F)(F)F)O (TFA). Run in C(Cl)Cl (CH2Cl2). The product is ClC=1C(=CC2=C(NC(CC(=N2)C2=CC(=CC=C2)C=2C=NC=NC2)=O)C1)C (8-Chloro-7-methyl-4-(3-pyrimidin-5-yl-phenyl)-1,3-dihydro-benzo[b][1,4]diazepin-2-one), solid. Isolated yield 89.0%. As a reaction SMILES: C(OC(=O)[NH:7][C:8]1[CH:13]=[C:12]([CH3:14])[C:11]([Cl:15])=[CH:10][C:9]=1[NH:16][C:17](=[O:33])[CH2:18][C:19](=O)[C:20]1[CH:25]=[CH:24][CH:23]=[C:22]([C:26]2[CH:27]=[N:28][CH:29]=[N:30][CH:31]=2)[CH:21]=1)(C)(C)C.C(O)(C(F)(F)F)=O>C(Cl)Cl>[Cl:15][C:11]1[C:12]([CH3:14])=[CH:13][C:8]2[N:7]=[C:19]([C:20]3[CH:25]=[CH:24][CH:23]=[C:22]([C:26]4[CH:27]=[N:28][CH:29]=[N:30][CH:31]=4)[CH:21]=3)[CH2:18][C:17](=[O:33])[NH:16][C:9]=2[CH:10]=1. Procedure: The title compound was prepared from {4-chloro-5-methyl-2-[3-oxo-3-(3-pyrimidin-5-yl-phenyl)-propionylamino]-phenyl}-carbamic acid tert-butyl ester (Example M95) (0.44 g, 0.92 mmol) by treatment with TFA in CH2Cl2 according to the general procedure N. Obtained as a light yellow solid (180 mg, 89%). Starting materials: C[C@@H]1CC[C@H](CC1)NC(C=CC1=CC(=C(C=C1)O)OC)=O (N-(trans-4-methylcyclohexyl)-4-hydroxy-3-methoxycinnamamide), C([O-])([O-])=O.[K+].[K+] (potassium carbonate), BrCCCCCl (1-bromo-4-chlorobutane). Solvent: CC(=O)CC(C)C (methylisobutylketone). Yields the product C[C@@H]1CC[C@H](CC1)NC(C=CC1=CC(=C(C=C1)OCCCCCl)OC)=O (N-(trans-4-methylcyclohexyl)-4-(4-chlorobutoxy ) - 3 -methoxycinnamamide). RXN SMILES: [CH3:1][C@H:2]1[CH2:7][CH2:6][C@H:5]([NH:8][C:9](=[O:21])[CH:10]=[CH:11][C:12]2[CH:17]=[CH:16][C:15]([OH:18])=[C:14]([O:19][CH3:20])[CH:13]=2)[CH2:4][CH2:3]1.C(=O)([O-])[O-].[K+].[K+].Br[CH2:29][CH2:30][CH2:31][CH2:32][Cl:33]>CC(CC(C)C)=O>[CH3:1][C@H:2]1[CH2:3][CH2:4][C@H:5]([NH:8][C:9](=[O:21])[CH:10]=[CH:11][C:12]2[CH:17]=[CH:16][C:15]([O:18][CH2:29][CH2:30][CH2:31][CH2:32][Cl:33])=[C:14]([O:19][CH3:20])[CH:13]=2)[CH2:6][CH2:7]1 |f:1.2.3|. Procedure: Using 5 g of of N-(trans-4-methylcyclohexyl)-4-hydroxy-3-methoxycinnamamide (Example 131), 120 ml of methylisobutylketone, 3.5 g of potassium carbonate, and 2.9 ml of 1-bromo-4-chlorobutane, a reaction similar to that conducted in Example 106 was carried out. As a result, 5.79 g of N-(trans-4-methylcyclohexyl)-4-(4-chlorobutoxy ) - 3 -methoxycinnamamide ( a compound of the present invention) was obtained as white crystal, which had the following physiochemical properties: Isolated yield 19.1%. Starting materials: ClC1=CC=C(CN2C(N=C(N=C2)N2CCC(CC2)(O)C2=CC=C(C=C2)F)=O)C=C1 (1-(4-chlorobenzyl)-4-[4-(4-fluorophenyl)-4-hydroxypiperidin-1-yl]-1,3,5-triazin-2(1H)-one), FC(C(=O)O)(F)F (trifluoroacetic acid), resultant mixture. Product: ClC1=CC=C(CN2C(N=C(N=C2)N2CC=C(CC2)C2=CC=C(C=C2)F)=O)C=C1 (1-(4-Chlorobenzyl)-4-[4-(4-fluorophenyl)-5,6-dihydropyridin-1(2H)-yl]-1,3,5-triazin-2(1H)-one). Reaction SMILES: [Cl:1][C:2]1[CH:29]=[CH:28][C:5]([CH2:6][N:7]2[CH:12]=[N:11][C:10]([N:13]3[CH2:18][CH2:17][C:16]([C:20]4[CH:25]=[CH:24][C:23]([F:26])=[CH:22][CH:21]=4)(O)[CH2:15][CH2:14]3)=[N:9][C:8]2=[O:27])=[CH:4][CH:3]=1.FC(F)(F)C(O)=O>>[Cl:1][C:2]1[CH:3]=[CH:4][C:5]([CH2:6][N:7]2[CH:12]=[N:11][C:10]([N:13]3[CH2:18][CH2:17][C:16]([C:20]4[CH:25]=[CH:24][C:23]([F:26])=[CH:22][CH:21]=4)=[CH:15][CH2:14]3)=[N:9][C:8]2=[O:27])=[CH:28][CH:29]=1. Procedure: To 1-(4-chlorobenzyl)-4-[4-(4-fluorophenyl)-4-hydroxypiperidin-1-yl]-1,3,5-triazin-2(1H)-one (240 mg, 0.58 mmol) synthesized in Synthesis Example 111, trifluoroacetic acid (2.3 mL) was added and the resultant mixture was stirred at room temperature for 1 hour. After the completion of the reaction, the reaction solution was concentrated under reduced pressure and the resultant residue was purified by silica gel (amino-type) column chromatography (hexane/ethyl acetate=1/1) to obtain the title comp... Reactants: C(C=C)OC(=O)CC=1C=C(OC(C(=O)OC(C)(C)C)(C)C)C=CC1 (tert-Butyl 2-[3-(allyloxycarbonylmethyl)phenoxy]-2-methylpropionate), C1(=CC=CC=C1)P(C1=CC=CC=C1)C1=CC=CC=C1 (triphenylphosphine), N1CCCCC1 (piperidine). The reagents and catalysts are C=1C=CC(=CC1)[P](C=2C=CC=CC2)(C=3C=CC=CC3)[Pd]([P](C=4C=CC=CC4)(C=5C=CC=CC5)C=6C=CC=CC6)([P](C=7C=CC=CC7)(C=8C=CC=CC8)C=9C=CC=CC9)[P](C=1C=CC=CC1)(C=1C=CC=CC1)C=1C=CC=CC1 (tetrakis(triphenylphosphine)palladium). The solvent is O1CCCC1 (tetrahydrofuran). Conditions: time 2 hour. Yields the product C(C)(C)(C)OC(=O)C(C)(OC=1C=C(C=CC1)CC(=O)O)C (3-(1-tert-Butoxycarbonyl-1-methylethoxy)phenylacetic Acid). As a reaction SMILES: C([O:4][C:5]([CH2:7][C:8]1[CH:9]=[C:10]([CH:22]=[CH:23][CH:24]=1)[O:11][C:12]([CH3:21])([CH3:20])[C:13]([O:15][C:16]([CH3:19])([CH3:18])[CH3:17])=[O:14])=[O:6])C=C.C1(P(C2C=CC=CC=2)C2C=CC=CC=2)C=CC=CC=1.N1CCCCC1>O1CCCC1.C1C=CC([P]([Pd]([P](C2C=CC=CC=2)(C2C=CC=CC=2)C2C=CC=CC=2)([P](C2C=CC=CC=2)(C2C=CC=CC=2)C2C=CC=CC=2)[P](C2C=CC=CC=2)(C2C=CC=CC=2)C2C=CC=CC=2)(C2C=CC=CC=2)C2C=CC=CC=2)=CC=1>[C:16]([O:15][C:13]([C:12]([CH3:21])([O:11][C:10]1[CH:9]=[C:8]([CH2:7][C:5]([OH:6])=[O:4])[CH:24]=[CH:23][CH:22]=1)[CH3:20])=[O:14])([CH3:17])([CH3:18])[CH3:19] |^1:58,60,79,98|. Procedure: tert-Butyl 2-[3-(allyloxycarbonylmethyl)phenoxy]-2-methylpropionate (1.63 g, 4.42 mmol) was dissolved in tetrahydrofuran (40 mL). Subsequently, tetrakis(triphenylphosphine)palladium (508 mg, 0.44 mmol), triphenylphosphine (346 mg, 1.32 mmol), and piperidine (8.74 mL, 88.4 mmol) were added thereto, and the mixture was stirred for two hours at room temperature. The resultant mixture was subjected to concentration under reduced pressure and purification by silica gel column chromatography (chlorofo... Starting materials: C1CCOC1, ClCCl, O=C=Nc1ccccc1, Nc1nc(Nc2cccnc2)n[nH]1. Product: Nc1nc(Nc2cccnc2)nn1C(=O)Nc1ccccc1. Reaction SMILES: [CH2:23]1[O:24][CH2:25][CH2:26][CH2:27]1.[Cl:28][CH2:29][Cl:30].[c:14]1([N:20]=[C:21]=[O:22])[cH:15][cH:16][cH:17][cH:18][cH:19]1.[n:1]1[cH:2][c:3]([NH:7][c:8]2[n:9][nH:10][c:11]([NH2:13])[n:12]2)[cH:4][cH:5][cH:6]1>>[n:1]1[cH:2][c:3]([NH:7][c:8]2[n:9][n:10]([C:21]([NH:20][c:14]3[cH:15][cH:16][cH:17][cH:18][cH:19]3)=[O:22])[c:11]([NH2:13])[n:12]2)[cH:4][cH:5][cH:6]1. Starting materials: COc1nc2cc([N+](=O)[O-])c(C)c(C(=O)Cl)c2nc1OC, COc1ccc(N)cc1. Yields the product COc1ccc(NC(=O)c2c(C)c([N+](=O)[O-])cc3nc(OC)c(OC)nc23)cc1. Reaction SMILES: [CH3:1][O:2][c:3]1[n:4][c:5]2[cH:6][c:7]([N+:19](=[O:20])[O-:21])[c:8]([CH3:18])[c:9]([C:15](=[O:16])[Cl:17])[c:10]2[n:11][c:12]1[O:13][CH3:14].[CH3:22][O:23][c:24]1[cH:25][cH:26][c:27]([NH2:30])[cH:28][cH:29]1>>[CH3:1][O:2][c:3]1[n:4][c:5]2[cH:6][c:7]([N+:19](=[O:20])[O-:21])[c:8]([CH3:18])[c:9]([C:15](=[O:16])[NH:30][c:27]3[cH:26][cH:25][c:24]([O:23][CH3:22])[cH:29][cH:28]3)[c:10]2[n:11][c:12]1[O:13][CH3:14]. Yield: 8.8%. Starting materials: C(CC1=CC=CC=C1)[C@@H]1NCCNC1 (2-(S)-Phenethyl-piperazine), N1=CC=CC=C1 (pyridine), FC(S(=O)(=O)OC)(F)F (methyl trifluoromethanesulfonate), C(CCC)C1=NC=2C(NC3=C(NC2S1)C=CC=C3)=S (2-Butyl-4,9-dihydro-3-thia-1,4,9-triaza-benzo[f]azulene-10-thione), intermediates. RXN SMILES: FC(F)(F)S(OC)(=O)=O.[CH2:10]([C:14]1[S:23][C:22]2[NH:21][C:20]3[CH:24]=[CH:25][CH:26]=[CH:27][C:19]=3[NH:18][C:17](=S)[C:16]=2[N:15]=1)[CH2:11][CH2:12][CH3:13].[CH2:29]([C@H:37]1[CH2:42][NH:41][CH2:40][CH2:39][NH:38]1)[CH2:30][C:31]1[CH:36]=[CH:35][CH:34]=[CH:33][CH:32]=1.N1C=CC=CC=1>ClCCl>[CH2:10]([C:14]1[S:23][C:22]2[NH:21][C:20]3[CH:24]=[CH:25][CH:26]=[CH:27][C:19]=3[N:18]=[C:17]([N:41]3[CH2:40][CH2:39][NH:38][C@@H:37]([CH2:29][CH2:30][C:31]4[CH:36]=[CH:35][CH:34]=[CH:33][CH:32]=4)[CH2:42]3)[C:16]=2[N:15]=1)[CH2:11][CH2:12][CH3:13]. The product is C(CCC)C1=NC=2C(=NC3=C(NC2S1)C=CC=C3)N3C[C@@H](NCC3)CCC3=CC=CC=C3 ((S)-2-Butyl-10-(3-phenethyl-piperazin-1-yl)-4H-3-thia-1,4,9-triaza-benzo[f]azulene). Solvent: ClCCl (dichloromethane). Procedure: Add methyl trifluoromethanesulfonate (0.850 mL, 7.51 mmol) to a 0° C. solution of 2-Butyl-4,9-dihydro-3-thia-1,4,9-triaza-benzo[f]azulene-10-thione (1.45 g, 5.01 mmol) in anhydrous dichloromethane. Rinse solids into reaction with dichloromethane and stir allowing reaction to slowly reach ambient temperature. After an overnight period, concentrate under reduced pressure to afford crude methylated intermediate. Take 1.06 g of this intermediates (2.0 mmol), and combine the intermediate and 2-(S)-Ph... Run at time 8 hour. The reactants are [BH4-].[K+] (potassium borohydride), ClCC(=O)C=1C=C2CN(C(NC2=CC1)=O)C (6-chloroacetyl-3methyl-3,4-dihydro-1H-quinazolin-2-one), O(C1=CC=CC=C1)CC1CCNCC1 (4-(phenoxymethyl)piperidine), C([O-])([O-])=O.[Na+].[Na+] (sodium carbonate). Solvent: O (water), O (water), C(C)O (ethanol). Yields the product OC(CN1CCC(CC1)COC1=CC=CC=C1)C=1C=C2CN(C(NC2=CC1)=O)C ((±)6-(1-Hydroxy-2-[4-(phenoxymethyl)-1-piperidyl]ethyl}-3-methyl-3,4-dihydro-1H-quinazolin-2-one). The yield is 102.8%. As a reaction SMILES: Cl[CH2:2][C:3]([C:5]1[CH:6]=[C:7]2[C:12](=[CH:13][CH:14]=1)[NH:11][C:10](=[O:15])[N:9]([CH3:16])[CH2:8]2)=[O:4].[O:17]([CH2:24][CH:25]1[CH2:30][CH2:29][NH:28][CH2:27][CH2:26]1)[C:18]1[CH:23]=[CH:22][CH:21]=[CH:20][CH:19]=1.C(=O)([O-])[O-].[Na+].[Na+].[BH4-].[K+]>O.C(O)C>[OH:4][CH:3]([C:5]1[CH:6]=[C:7]2[C:12](=[CH:13][CH:14]=1)[NH:11][C:10](=[O:15])[N:9]([CH3:16])[CH2:8]2)[CH2:2][N:28]1[CH2:29][CH2:30][CH:25]([CH2:24][O:17][C:18]2[CH:23]=[CH:22][CH:21]=[CH:20][CH:19]=2)[CH2:26][CH2:27]1 |f:2.3.4,5.6|. Procedure details: A mixture of 3 g (12.6 mmoles) 6-chloroacetyl-3methyl-3,4-dihydro-1H-quinazolin-2-one, 2.4 g 4-(phenoxymethyl)piperidine, 1.7 g sodium carbonate, 70 ml ethanol and 15 ml water is heated under reflux for 2 h. The mixture is cooled, 6 g potassium borohydride are added slowly, and the mixture is allowed to return to ambient temperature while stirring. 125 ml water are added, the mixture is stirred for 1 h, then the solid is filtered off, washed with water, and recrystallized from ethanol. 5.1 g of ... The reactants are FC1=C(C=O)C=CC=C1 (2-fluorobenzaldehyde), COC(C=C(OCC)N)=O (3-amino-3-ethoxyacrylic acid methyl ester). Run in C(C)(C)O (isopropanol), C(C)(C)O (isopropanol). The product is COC(=O)C1=C(N=C(C(C1C1=C(C=CC=C1)F)C(=O)OC)OCC)N (2-amino-4-(2-fluorophenyl)-6-ethoxy-4,5-dihydropyridine-3,5-dicarboxylic acid dimethyl ester). Yield: 59.0%. Reaction SMILES: [F:1][C:2]1[CH:9]=[CH:8][CH:7]=[CH:6][C:3]=1[CH:4]=O.[CH3:10][O:11][C:12](=[O:19])[CH:13]=[C:14]([NH2:18])[O:15][CH2:16][CH3:17]>C(O)(C)C>[CH3:10][O:11][C:12]([C:13]1[CH:4]([C:3]2[CH:6]=[CH:7][CH:8]=[CH:9][C:2]=2[F:1])[CH:13]([C:12]([O:11][CH3:10])=[O:19])[C:14]([O:15][CH2:16][CH3:17])=[N:18][C:14]=1[NH2:18])=[O:19]. Procedure details: Heating a solution of 6.3 g of 2-fluorobenzaldehyde and 14.5 g of 3-amino-3-ethoxyacrylic acid methyl ester in 50 ml of isopropanol for 8 hours yields 2-amino-4-(2-fluorophenyl)-6-ethoxy-4,5-dihydropyridine-3,5-dicarboxylic acid dimethyl ester of melting point 180° C (isopropanol). Yield: 59% of theory.